This data is from the Open Reaction Database (ORD), a public repository of structured organic reaction records. The task is: describe an organic reaction: reactants, conditions, products, and yield Starting materials: Cc1ccc(C(=O)NC2CC2)cc1B1OC(C)(C)C(C)(C)O1, FC(F)(F)C1(c2nncc3cc(Cl)ccc23)CC1, [K+], [K+], [K+], C1COCCO1, O=C(C=Cc1ccccc1)C=Cc1ccccc1, O=C(C=Cc1ccccc1)C=Cc1ccccc1, O=C(C=Cc1ccccc1)C=Cc1ccccc1, O, O=P([O-])([O-])[O-], [Pd], [Pd]. Product: Cc1ccc(C(=O)NC2CC2)cc1-c1ccc2c(C3(C(F)(F)F)CC3)nncc2c1. Reaction SMILES: [CH:19]1([NH:22][C:23]([c:24]2[cH:25][c:26]([B:31]3[O:32][C:33]([CH3:34])([CH3:35])[C:36]([CH3:37])([CH3:38])[O:39]3)[c:27]([CH3:30])[cH:28][cH:29]2)=[O:40])[CH2:20][CH2:21]1.[Cl:1][c:2]1[cH:3][c:4]2[cH:5][n:6][n:7][c:8]([C:12]3([C:15]([F:16])([F:17])[F:18])[CH2:13][CH2:14]3)[c:9]2[cH:10][cH:11]1.[K+:46].[K+:47].[K+:48].[O:49]1[CH2:50][CH2:51][O:52][CH2:53][CH2:54]1.[O:58]=[C:59]([CH:60]=[CH:61][c:62]1[cH:63][cH:64][cH:65][cH:66][cH:67]1)[CH:68]=[CH:69][c:70]1[cH:71][cH:72][cH:73][cH:74][cH:75]1.[O:76]=[C:77]([CH:78]=[CH:79][c:80]1[cH:81][cH:82][cH:83][cH:84][cH:85]1)[CH:86]=[CH:87][c:88]1[cH:89][cH:90][cH:91][cH:92][cH:93]1.[O:94]=[C:95]([CH:96]=[CH:97][c:98]1[cH:99][cH:100][cH:101][cH:102][cH:103]1)[CH:104]=[CH:105][c:106]1[cH:107][cH:108][cH:109][cH:110][cH:111]1.[OH2:55].[P:41]([O-:42])([O-:43])([O-:44])=[O:45].[Pd:56].[Pd:57]>>[c:2]1(-[c:26]2[cH:25][c:24]([C:23]([NH:22][CH:19]3[CH2:20][CH2:21]3)=[O:40])[cH:29][cH:28][c:27]2[CH3:30])[cH:3][c:4]2[cH:5][n:6][n:7][c:8]([C:12]3([C:15]([F:16])([F:17])[F:18])[CH2:13][CH2:14]3)[c:9]2[cH:10][cH:11]1. Reactants: O=C([O-])[O-], CCOC(C)=O, CCCCCC, O=[N+]([O-])c1ccc(Cl)nc1, [K+], [K+], CN(C)C=O, Oc1cccc2ccccc12. Yields the product O=[N+]([O-])c1ccc(Oc2cccc3ccccc23)nc1. Reaction SMILES: [C:11](=[O:12])([O-:13])[O-:14].[CH3:28][CH2:29][O:30][C:31](=[O:32])[CH3:33].[CH3:39][CH2:40][CH2:41][CH2:42][CH2:43][CH3:44].[Cl:1][c:2]1[n:3][cH:4][c:5]([N+:8](=[O:9])[O-:10])[cH:6][cH:7]1.[K+:15].[K+:16].[O:34]=[CH:35][N:36]([CH3:37])[CH3:38].[OH:17][c:18]1[cH:19][cH:20][cH:21][c:22]2[cH:23][cH:24][cH:25][cH:26][c:27]12>>[c:2]1([O:17][c:18]2[cH:19][cH:20][cH:21][c:22]3[cH:23][cH:24][cH:25][cH:26][c:27]23)[n:3][cH:4][c:5]([N+:8](=[O:9])[O-:10])[cH:6][cH:7]1. Reactants: Cl.NCCC(=O)OCC (Ethyl 3-aminopropionate hydrochloride), [OH-].[Na+] (sodium hydroxide), [OH-].[Na+] (sodium hydroxide), C(C1=CC=CC=C1)OC(=O)Cl (benzyloxycarbonyl chloride). Product: C(C1=CC=CC=C1)OC(=O)NCCC(=O)OCC (ethyl 3-(benzyloxycarbonylamino)-propionate). The solvent is O1CCCC1 (tetrahydrofuran), O (water). RXN SMILES: Cl.[NH2:2][CH2:3][CH2:4][C:5]([O:7][CH2:8][CH3:9])=[O:6].[OH-].[Na+].[CH2:12]([O:19][C:20](Cl)=[O:21])[C:13]1[CH:18]=[CH:17][CH:16]=[CH:15][CH:14]=1>O1CCCC1.O>[CH2:12]([O:19][C:20]([NH:2][CH2:3][CH2:4][C:5]([O:7][CH2:8][CH3:9])=[O:6])=[O:21])[C:13]1[CH:18]=[CH:17][CH:16]=[CH:15][CH:14]=1 |f:0.1,2.3|. Procedure: Ethyl 3-aminopropionate hydrochloride (10 g) was dissolved in a mixture of tetrahydrofuran (100 ml) and water, which was cooled at 0 to 5° C. in an ice bath and adjusted to pH 8.2 with 30% aqueous sodium hydroxide solution. To a resulting solution was added with care benzyloxycarbonyl chloride (10.3 ml), with maintaining the pH from pH 8.0 to 9.0 with 30% aqueous sodium hydroxide solution at 0 to 5° C. The reaction mixture was extracted with ethyl acetate (300 ml) and organic layer was separated... Conditions: temperature 2.5 celsius. Starting materials: C(C)OC(CC1(C2(CCC(C1)C2(C)C)CS(=O)(=O)N2CCC1(CC2)C=CC2=CC=CC=C21)O)=O (2-hydroxy-7,7-dimethyl-1-((spiro(1H-indene-1,4'-piperidin)-1'-yl sulfonyl)methyl)bicyclo(2.2.1)heptane-2-acetic acid ethyl ester), [Na] (sodium), solution. The solvent is CO (methanol), O (water), O (water). Run at time 1 hour. The product is COC(CC1(C2(CCC(C1)C2(C)C)CS(=O)(=O)N2CCC1(CC2)C=CC2=CC=CC=C21)O)=O (2-hydroxy-7,7-dimethyl-1-((spiro(1H-indene-1,4'-piperidin)-1'-ylsulfonyl)methyl)bicyclo(2.2.1)heptane-2-acetic acid methyl ester). Reaction SMILES: [CH2:1]([O:3][C:4](=[O:34])[CH2:5][C:6]1([OH:33])[CH2:11][CH:10]2[C:12]([CH3:14])([CH3:13])[C:7]1([CH2:15][S:16]([N:19]1[CH2:24][CH2:23][C:22]3([C:32]4[C:27](=[CH:28][CH:29]=[CH:30][CH:31]=4)[CH:26]=[CH:25]3)[CH2:21][CH2:20]1)(=[O:18])=[O:17])[CH2:8][CH2:9]2)C.[Na]>CO.O>[CH3:1][O:3][C:4](=[O:34])[CH2:5][C:6]1([OH:33])[CH2:11][CH:10]2[C:12]([CH3:14])([CH3:13])[C:7]1([CH2:15][S:16]([N:19]1[CH2:24][CH2:23][C:22]3([C:32]4[C:27](=[CH:28][CH:29]=[CH:30][CH:31]=4)[CH:26]=[CH:25]3)[CH2:21][CH2:20]1)(=[O:17])=[O:18])[CH2:8][CH2:9]2 |^1:34|. Reported procedure: (1S(1.Alpha.,2α,4α))-2-hydroxy-7,7-dimethyl-1-((spiro(1H-indene-1,4'-piperidin)-1'-yl sulfonyl)methyl)bicyclo(2.2.1)heptane-2-acetic acid ethyl ester (45 mg, 0.092 mmol) was stirred in a mixture of methanol (1 ml) and water (1 ml) and treated with sodium hxdroxide (0.1 ml of a 5N solution in water; 0.5 mmol). The mixture was stirred for 1 hr at ambient temperature, then evaporated to dryness in vacuo. The residue was treated with saturated sodium bicarbonate solution and extracted with ether. Th... Reactants: C(C)(C)(C)OC(=O)N1CC(C=2C=NC(=CC21)Cl)(C)C (6-chloro-3,3-dimethyl-2,3-dihydro-pyrrolo[3,2-c]pyridine-1-carboxylic acid tert-butyl ester), CNC1=CC=CC=C1 (N-methylaniline), CC(C)OC1=C(C(=CC=C1)OC(C)C)C2=CC=CC=C2P(C3CCCCC3)C4CCCCC4 (RuPhos), ClC=1C(=C(C=CC1)C1=C(C=CC=C1OC(C)C)OC(C)C)P(C1CCCCC1)C1CCCCC1 (chloro(2-dicyclohexylphosphino-2′,6′-di-iso-propoxy-1,-1′-biphenyl)), 2-(2-aminoethylphenyl)palladium(II), COC(C)(C)C (methyl-tert-butylether), CC(C)(C)[O-].[Na+] (NaOtBu). Solvent: C1(=CC=CC=C1)C (toluene). Reaction conditions: temperature 110 celsius, time 5 hour. The product is C(C)(C)(C)OC(=O)N1CC(C=2C=NC(=CC21)N(C2=CC=CC=C2)C)(C)C (3,3-Dimethyl-6-(methyl-phenyl-amino)-2,3-dihydro-pyrrolo[3,2-c]pyridine-1-carboxylic acid tert-butyl ester). Isolated yield 77.3%. Reaction SMILES: [C:1]([O:5][C:6]([N:8]1[C:16]2[CH:15]=[C:14](Cl)[N:13]=[CH:12][C:11]=2[C:10]([CH3:19])([CH3:18])[CH2:9]1)=[O:7])([CH3:4])([CH3:3])[CH3:2].[CH3:20][NH:21][C:22]1[CH:27]=[CH:26][CH:25]=[CH:24][CH:23]=1.CC(OC1C=CC=C(OC(C)C)C=1C1C(P(C2CCCCC2)C2CCCCC2)=CC=CC=1)C.ClC1C(P(C2CCCCC2)C2CCCCC2)=C(C2C(OC(C)C)=CC=CC=2OC(C)C)C=CC=1.COC(C)(C)C.CC([O-])(C)C.[Na+]>C1(C)C=CC=CC=1>[C:1]([O:5][C:6]([N:8]1[C:16]2[CH:15]=[C:14]([N:21]([CH3:20])[C:22]3[CH:27]=[CH:26][CH:25]=[CH:24][CH:23]=3)[N:13]=[CH:12][C:11]=2[C:10]([CH3:19])([CH3:18])[CH2:9]1)=[O:7])([CH3:4])([CH3:3])[CH3:2] |f:5.6|. Reported procedure: A solution of 6-chloro-3,3-dimethyl-2,3-dihydro-pyrrolo[3,2-c]pyridine-1-carboxylic acid tert-butyl ester (116 mg, 0.41 mmol), N-methylaniline (89 μL, 0.82 mmol), RuPhos (20 mg, 0.041 mmol), chloro(2-dicyclohexylphosphino-2′,6′-di-iso-propoxy-1,-1′-biphenyl)[2-(2-aminoethylphenyl)palladium(II), methyl-tert-butylether adduct (33 mg, 0.041 mmol) and NaOtBu (99 mg, 1.8 mmol) in toluene (2 mL) was evacuated and flushed with nitrogen. The mixture was stirred at 110° C. for 5 h. The mixtures was allow... Starting materials: [OH-].[Na+] (sodium hydroxide), C(C)OC(COC1=C(C=C(C=C1)SC1=CC(=CC(=C1)C#CCN1CCOCC1)OCC(C)C)C)=O ({4-[3-Isobutoxy-5-(3-morpholin-4-yl-prop-1-ynyl)-phenylsulfanyl]-2-methylphenoxy}-acetic acid ethyl ester), Cl (hydrochloric acid). Solvent: C(C)O (ethanol). Reaction conditions: time 1 hour. Product: C(C(C)C)OC=1C=C(C=C(C1)C#CCN1CCOCC1)SC1=CC(=C(OCC(=O)O)C=C1)C ({4-[3-Isobutoxy-5-(3-morpholin-4-yl-prop-1-ynyl)-phenylsulfanyl]-2-methyl-phenoxy}-acetic Acid). Reaction SMILES: C([O:3][C:4](=[O:35])[CH2:5][O:6][C:7]1[CH:12]=[CH:11][C:10]([S:13][C:14]2[CH:19]=[C:18]([C:20]#[C:21][CH2:22][N:23]3[CH2:28][CH2:27][O:26][CH2:25][CH2:24]3)[CH:17]=[C:16]([O:29][CH2:30][CH:31]([CH3:33])[CH3:32])[CH:15]=2)=[CH:9][C:8]=1[CH3:34])C.[OH-].[Na+].Cl>C(O)C>[CH2:30]([O:29][C:16]1[CH:15]=[C:14]([S:13][C:10]2[CH:11]=[CH:12][C:7]([O:6][CH2:5][C:4]([OH:35])=[O:3])=[C:8]([CH3:34])[CH:9]=2)[CH:19]=[C:18]([C:20]#[C:21][CH2:22][N:23]2[CH2:28][CH2:27][O:26][CH2:25][CH2:24]2)[CH:17]=1)[CH:31]([CH3:33])[CH3:32] |f:1.2|. Procedure details: {4-[3-Isobutoxy-5-(3-morpholin-4-yl-prop-1-ynyl)-phenylsulfanyl]-2-methylphenoxy}-acetic acid ethyl ester (140 mg; 0.28 mmol) was dissolved in ethanol (15 mL), and aqueous 1 N sodium hydroxide (3 mL) was added. The reaction mixture was stirred for 1 h, acidified with 1 N aqueous hydrochloric acid, and extracted with ethyl acetate. The organic phase was dried and evaporated to dryness. Yield: 130 mg. HPLC-MS: m/z: 470.0 (M+); Rt: 1.76 min. δH (400 MHz; CDCl3) 1.00 (d, 6H), 1.98-2.09 (m, 1H), 2.27... Starting materials: OC1CC(c2nc3ccc(Br)cc3s2)C1, CCO, c1ccc(-c2ccccc2P(C2CCCCC2)C2CCCCC2)cc1, [Na+], [Na+], O=C([O-])[O-], C1COCCO1, Cl[Pd]Cl, c1ccc(P(c2ccccc2)c2ccccc2)cc1, c1ccc(P(c2ccccc2)c2ccccc2)cc1, OB(O)c1cncnc1. Yields the product OC1CC(c2nc3ccc(-c4cncnc4)cc3s2)C1. Reaction SMILES: [Br:1][c:2]1[cH:3][c:4]2[c:5]([n:6][c:7]([CH:9]3[CH2:10][CH:11]([OH:13])[CH2:12]3)[s:8]2)[cH:14][cH:15]1.[CH2:103]([OH:104])[CH3:105].[CH:25]1([P:26]([CH:27]2[CH2:28][CH2:29][CH2:30][CH2:31][CH2:32]2)[c:33]2[cH:34][cH:35][cH:36][cH:37][c:38]2-[c:39]2[cH:40][cH:41][cH:42][cH:43][cH:44]2)[CH2:45][CH2:46][CH2:47][CH2:48][CH2:49]1.[Na+:50].[Na+:51].[O-:52][C:53](=[O:54])[O-:55].[O:97]1[CH2:98][CH2:99][O:100][CH2:101][CH2:102]1.[Pd:56]([Cl:57])[Cl:58].[c:59]1([P:60]([c:61]2[cH:62][cH:63][cH:64][cH:65][cH:66]2)[c:67]2[cH:68][cH:69][cH:70][cH:71][cH:72]2)[cH:73][cH:74][cH:75][cH:76][cH:77]1.[c:78]1([P:79]([c:80]2[cH:81][cH:82][cH:83][cH:84][cH:85]2)[c:86]2[cH:87][cH:88][cH:89][cH:90][cH:91]2)[cH:92][cH:93][cH:94][cH:95][cH:96]1.[n:16]1[cH:17][n:18][cH:19][c:20]([B:22]([OH:23])[OH:24])[cH:21]1>>[c:2]1(-[c:20]2[cH:19][n:18][cH:17][n:16][cH:21]2)[cH:3][c:4]2[c:5]([n:6][c:7]([CH:9]3[CH2:10][CH:11]([OH:13])[CH2:12]3)[s:8]2)[cH:14][cH:15]1. Reactants: C(C)OP(OCC)(=O)CCN(CC(=CCC=1C(=C2C(OCC2=C(C1OC)C)=O)OCC[Si](C)(C)C)C)C=O ([2-(formyl-{4-[6-methoxy-7-methyl-3-oxo-4-(2-trimethylsilanyl-ethoxy)-1,3-dihydro-isobenzofuran-5-yl]-2-methyl-but-2-enyl}-amino)-ethyl]-phosphonic acid diethyl ester), C[Si](C)(C)Br (TMSBr), N1=C(C=CC=C1C)C (2,6-lutidine). Solvent: C(C)#N (acetonitrile). Conditions: time 1 hour. Product: C(=O)N(CCP(O)(O)=O)CC(=CCC=1C(=C2C(OCC2=C(C1OC)C)=O)O)C ((2-{Formyl-[4-(4-hydroxy-6-methoxy-7-methyl-3-oxo-1,3-dihydro-isobenzofuran-5-yl)-2-methyl-but-2-enyl]-amino}-ethyl)-phosphonic acid). Isolated yield 50.1%. RXN SMILES: C([O:3][P:4]([CH2:9][CH2:10][N:11]([CH:37]=[O:38])[CH2:12][C:13]([CH3:36])=[CH:14][CH2:15][C:16]1[C:17]([O:29]CC[Si](C)(C)C)=[C:18]2[C:22](=[C:23]([CH3:27])[C:24]=1[O:25][CH3:26])[CH2:21][O:20][C:19]2=[O:28])(=[O:8])[O:5]CC)C.C[Si](Br)(C)C.N1C(C)=CC=CC=1C>C(#N)C>[CH:37]([N:11]([CH2:12][C:13]([CH3:36])=[CH:14][CH2:15][C:16]1[C:17]([OH:29])=[C:18]2[C:22](=[C:23]([CH3:27])[C:24]=1[O:25][CH3:26])[CH2:21][O:20][C:19]2=[O:28])[CH2:10][CH2:9][P:4](=[O:3])([OH:5])[OH:8])=[O:38]. Procedure details: To a solution of crude [2-(formyl-{4-[6-methoxy-7-methyl-3-oxo-4-(2-trimethylsilanyl-ethoxy)-1,3-dihydro-isobenzofuran-5-yl]-2-methyl-but-2-enyl}-amino)-ethyl]-phosphonic acid diethyl ester (78 mg, 0.14 mmol) in acetonitrile (1 mL) was added TMSBr (177 μL, 1.4 mmol) and 2,6-lutidine (163 μL, 1.4 mmol). The solution was stirred at room temperature for 1 hour when it was quenched by addition of methanol and 1N aqueous HCl. The product was extracted with EtOAc and purified by RP HPLC using a C18 co...